This data is from the Open Reaction Database (ORD), a public repository of structured organic reaction records. The task is: describe an organic reaction: reactants, conditions, products, and yield Reactants: C1CCOC1, O=C1CCCN1CCl, [K], O=C(O)c1[nH]c2ccccc2c1Nc1ccncc1. The product is O=C(OCN1CCCC1=O)c1[nH]c2ccccc2c1Nc1ccncc1. As a reaction SMILES: [CH2:29]1[O:30][CH2:31][CH2:32][CH2:33]1.[Cl:21][CH2:22][N:23]1[C:24](=[O:28])[CH2:25][CH2:26][CH2:27]1.[K:1].[n:2]1[cH:3][cH:4][c:5]([NH:8][c:9]2[c:10]([C:18](=[O:19])[OH:20])[nH:11][c:12]3[cH:13][cH:14][cH:15][cH:16][c:17]23)[cH:6][cH:7]1>>[n:2]1[cH:3][cH:4][c:5]([NH:8][c:9]2[c:10]([C:18]([O:19][CH2:22][N:23]3[C:24](=[O:28])[CH2:25][CH2:26][CH2:27]3)=[O:20])[nH:11][c:12]3[cH:13][cH:14][cH:15][cH:16][c:17]23)[cH:6][cH:7]1.